Dataset: the Open Reaction Database (ORD), a public repository of structured organic reaction records. Task: describe an organic reaction: reactants, conditions, products, and yield Starting materials: crude material, II (iodine), FC=1C(=NC=CC1)C#N (3-fluoropicolinonitrile), [Li+].CC(C)[N-]C(C)C (LDA), C(CCC)[Li] (n-butyllithium), C(=O)=O.CC(=O)C (dry ice acetone), C(C)(C)NC(C)C (diisopropylamine). Solvent: C(Cl)Cl (CH2Cl2), C1CCOC1 (THF), C1CCOC1 (THF). Reaction conditions: temperature 0 celsius, time 25 minute. The product is FC=1C(=NC=CC1I)C#N (3-Fluoro-4-iodopicolinonitrile). The yield is 55.2%. RXN SMILES: C(NC(C)C)(C)C.C([Li])CCC.C(=O)=O.CC(C)=O.[F:20][C:21]1[C:22]([C:27]#[N:28])=[N:23][CH:24]=[CH:25][CH:26]=1.[Li+].CC([N-]C(C)C)C.[I:37]I>C1COCC1.C(Cl)Cl>[F:20][C:21]1[C:22]([C:27]#[N:28])=[N:23][CH:24]=[CH:25][C:26]=1[I:37] |f:2.3,5.6|. Procedure details: To a solution of diisopropylamine (2.80 ml, 19.66 mmol) in THF (Volume: 201 ml) cooled to −78° C. was added n-butyllithium (7.86 ml, 19.66 mmol) dropwise. The dry ice/acetone bath was replaced with an ice water bath and reaction mixture was stirred at 0° C. for 25 min, and then re-cooled to −78° C. In a separate flask, a solution of 3-fluoropicolinonitrile (1.5 g, 12.29 mmol) in THF (50 mL) was cooled to −78° C., and then LDA (130 mL, 1.0 equiv) was added. The solution turned dark red. After 35 ... Reactants: O=C([O-])[O-], CN(C)C=O, O=S(=O)(c1ccc(Cl)cn1)C1CC1, [K+], [K+], O, COCC(C)Oc1cc(O)cc(-c2ccc(C3=NCC(CO)O3)[nH]2)c1. Yields the product COCC(C)Oc1cc(Oc2ccc(S(=O)(=O)C3CC3)nc2)cc(-c2ccc(C3=NCC(CO)O3)[nH]2)c1. Reaction SMILES: [C:39](=[O:40])([O-:41])[O-:42].[CH3:46][N:47]([CH3:48])[CH:49]=[O:50].[Cl:1][c:2]1[cH:3][cH:4][c:5]([S:8](=[O:9])(=[O:10])[CH:11]2[CH2:12][CH2:13]2)[n:6][cH:7]1.[K+:43].[K+:44].[OH2:45].[OH:14][CH2:15][CH:16]1[CH2:17][N:18]=[C:19]([c:21]2[cH:22][cH:23][c:24](-[c:26]3[cH:27][c:28]([OH:38])[cH:29][c:30]([O:32][CH:33]([CH2:34][O:35][CH3:36])[CH3:37])[cH:31]3)[nH:25]2)[O:20]1>>[c:2]1([O:38][c:28]2[cH:27][c:26](-[c:24]3[cH:23][cH:22][c:21]([C:19]4=[N:18][CH2:17][CH:16]([CH2:15][OH:14])[O:20]4)[nH:25]3)[cH:31][c:30]([O:32][CH:33]([CH2:34][O:35][CH3:36])[CH3:37])[cH:29]2)[cH:3][cH:4][c:5]([S:8](=[O:9])(=[O:10])[CH:11]2[CH2:12][CH2:13]2)[n:6][cH:7]1. Starting materials: CCOC(=O)c1c[nH]nc1C(F)(F)F, CN(C)C=O, [H-], CI, [Na+]. Yields the product CCOC(=O)c1cn(C)nc1C(F)(F)F. As a reaction SMILES: [CH2:1]([CH3:2])[O:3][C:4](=[O:5])[c:6]1[c:7]([C:11]([F:12])([F:13])[F:14])[n:8][nH:9][cH:10]1.[CH3:19][N:20]([CH3:21])[CH:22]=[O:23].[H-:15].[I:17][CH3:18].[Na+:16]>>[CH2:1]([CH3:2])[O:3][C:4](=[O:5])[c:6]1[c:7]([C:11]([F:12])([F:13])[F:14])[n:8][n:9]([CH3:18])[cH:10]1. The reactants are BrC(C)C1=NC2=CC=CC=C2C(N1C)=O (2-(1-bromo-ethyl)-3-methyl-3H-quinazolin-4-one), NC1CCN(CC1)C(=O)OC(C)(C)C (4-amino-1-N-Boc piperidine), [I-].[K+] (potassium iodide), C([O-])([O-])=O.[K+].[K+] (potassium carbonate). The solvent is C(C)#N (acetonitrile). Reaction conditions: temperature 65 celsius. Product: C(C)(C)(C)OC(=O)N1CCC(CC1)NC(C)C1=NC2=CC=CC=C2C(N1C)=O (4-[1-(3-Methyl-4-oxo-3,4-dihydro-quinazolin-2-yl)-ethylamino]-piperidine-1-carboxylic acid tert-butyl ester). RXN SMILES: Br[CH:2]([C:4]1[N:13]([CH3:14])[C:12](=[O:15])[C:11]2[C:6](=[CH:7][CH:8]=[CH:9][CH:10]=2)[N:5]=1)[CH3:3].[NH2:16][CH:17]1[CH2:22][CH2:21][N:20]([C:23]([O:25][C:26]([CH3:29])([CH3:28])[CH3:27])=[O:24])[CH2:19][CH2:18]1.[I-].[K+].C(=O)([O-])[O-].[K+].[K+]>C(#N)C>[C:26]([O:25][C:23]([N:20]1[CH2:21][CH2:22][CH:17]([NH:16][CH:2]([C:4]2[N:13]([CH3:14])[C:12](=[O:15])[C:11]3[C:6](=[CH:7][CH:8]=[CH:9][CH:10]=3)[N:5]=2)[CH3:3])[CH2:18][CH2:19]1)=[O:24])([CH3:29])([CH3:27])[CH3:28] |f:2.3,4.5.6|. Procedure: A mixture of 2-(1-bromo-ethyl)-3-methyl-3H-quinazolin-4-one (801 mg, 3 mmol), 4-amino-1-N-Boc piperidine (661 mg, 3.3 mmol), potassium iodide (498 mg, 3 mmol) and potassium carbonate (622 mg, 4.5 mmol) in acetonitrile (12 mL) was heated at 65° C. for 3 days. The reaction mixture was then concentrated in vacuo. The residue was dissolved in dichloromethane and washed with saturated sodium thiosulphate solution and water. The organic layer was dried over magnesium sulfate and concentrated in vacuo ... Reactants: C1CCOC1, COC(=O)CCCCC(=O)Nc1scc(-c2ccccc2)c1C(=O)OC(C)(C)C, [Na+], [OH-]. Yields the product CC(C)(C)OC(=O)c1c(-c2ccccc2)csc1NC(=O)CCCCC(=O)O. As a reaction SMILES: [CH2:32]1[O:33][CH2:34][CH2:35][CH2:36]1.[CH3:1][O:2][C:3]([CH2:4][CH2:5][CH2:6][CH2:7][C:8](=[O:9])[NH:10][c:11]1[s:12][cH:13][c:14](-[c:23]2[cH:24][cH:25][cH:26][cH:27][cH:28]2)[c:15]1[C:16](=[O:17])[O:18][C:19]([CH3:20])([CH3:21])[CH3:22])=[O:29].[Na+:31].[OH-:30]>>[O:2]=[C:3]([CH2:4][CH2:5][CH2:6][CH2:7][C:8](=[O:9])[NH:10][c:11]1[s:12][cH:13][c:14](-[c:23]2[cH:24][cH:25][cH:26][cH:27][cH:28]2)[c:15]1[C:16](=[O:17])[O:18][C:19]([CH3:20])([CH3:21])[CH3:22])[OH:29].